This data is from the Open Reaction Database (ORD), a public repository of structured organic reaction records. The task is: describe an organic reaction: reactants, conditions, products, and yield Starting materials: C(#N)[C@H]1N(CCC1)C(CNC(CNC=O)(C)C)=O ((S)-N-{2-[2-(2-cyanopyrrolidin-1-yl)-2-oxoethylamino]-2-methyl-1-propyl}formamide), C(#N)[BH3-].[Na+] (Sodium cyanoborohydride). The solvent is CO (MeOH). Conditions: time 6 hour. The product is CC(CNC)(C)NCC(=O)N1[C@@H](CCC1)C#N ((S)-1-[2-(1,1-Dimethyl-2-methylaminoethylamino)acetyl]-pyrrolidine-2-carbonitrile). Isolated yield 69.8%. RXN SMILES: [C:1]([C@@H:3]1[CH2:7][CH2:6][CH2:5][N:4]1[C:8](=[O:18])[CH2:9][NH:10][C:11]([CH3:17])([CH3:16])[CH2:12][NH:13][CH:14]=O)#[N:2].C([BH3-])#N.[Na+]>CO>[CH3:17][C:11]([NH:10][CH2:9][C:8]([N:4]1[CH2:5][CH2:6][CH2:7][C@H:3]1[C:1]#[N:2])=[O:18])([CH3:16])[CH2:12][NH:13][CH3:14] |f:1.2|. Reported procedure: The (S)-N-{2-[2-(2-cyanopyrrolidin-1-yl)-2-oxoethylamino]-2-methyl-1-propyl}formamide (690 mg) obtained above was dissolved in MeOH (30 ml). Sodium cyanoborohydride (172 mg) was added there to and stirred for 6 hours at room temperature. The reaction mixture was concentrated under reduced pressure, and the residue was purified by column chromatography (eluting solvent; dichloromethane:methanol 5:1→3:1) to give the title compound (455 mg, Y.:70%). Starting materials: Br, CCCCCCCCCCC(N)=O, CC(=O)[O-], CC(=O)O, [Na+], O. The product is CCCCCCCCC=CC(N)=O. As a reaction SMILES: [Br:20].[C:1]([CH2:2][CH2:3][CH2:4][CH2:5][CH2:6][CH2:7][CH2:8][CH2:9][CH2:10][CH3:11])(=[O:12])[NH2:13].[CH3:15][C:16](=[O:17])[O-:18].[CH3:21][C:22](=[O:23])[OH:24].[Na+:14].[OH2:19]>>[C:1]([CH:2]=[CH:3][CH2:4][CH2:5][CH2:6][CH2:7][CH2:8][CH2:9][CH2:10][CH3:11])(=[O:12])[NH2:13]. Reactants: C(C)(=O)OCCC1C(OCC1)=O (3-(2'-acetoxyethyl)-dihydro-2(3H)furanone), 10, COCCC1C(OCC1)=O (3-(2'-methoxyethyl)dihydro-2(3H)furanone). The reagents and catalysts are [O-2].[Al+3].[O-2].[O-2].[Al+3] (aluminum oxide). The solvent is CO (methanol). Product: O1CCC(CC1)C(=O)OC (methyl tetrahydropyran-4-carboxylate). RXN SMILES: [C:1]([O:4][CH2:5][CH2:6][CH:7]1[CH2:11][CH2:10][O:9][C:8]1=[O:12])(=O)C.COCCC1CCOC1=O>[O-2].[Al+3].[O-2].[O-2].[Al+3].CO>[O:4]1[CH2:1][CH2:11][CH:7]([C:8]([O:9][CH3:10])=[O:12])[CH2:6][CH2:5]1 |f:2.3.4.5.6|. Reported procedure: A solution consisting of 37 wt % of 3-(2'-acetoxyethyl)-dihydro-2(3H)furanone, 19 wt % of 3-(2'-methoxyethyl)dihydro-2(3H)furanone, and 44 wt % of methanol, was passed over 140 g of aluminum oxide catalyst (1.5 mm extrudates) in a tubular reactor at a rate of 38 g per hour with the addition of 10 Lh of nitrogen, at a temperature of 250° C. The gaseous effluent was condensed in cold traps and analyzed by gas chromatography. 53 mol % of methyl tetrahydropyran-4-carboxylate was formed, plus 41 mol ... Reactants: COCC(C)O (1-methoxypropan-2-ol), C[Si](C)(C)[N-][Si](C)(C)C.[K+] (KHMDS), NC1=NC=C(C#N)C(=C1)F (6-amino-4-fluoronicotinonitrile), NC1=NC=C(C#N)C(=C1)F (6-amino-4-fluoronicotinonitrile). The solvent is CN1CCCC1=O (NMP). Conditions: temperature 50 celsius, time 10 minute. Product: NC1=NC=C(C#N)C(=C1)OC(COC)C ((racemic) 6-amino-4-((1-methoxypropan-2-yl)oxy)nicotinonitrile). Reaction SMILES: [CH3:1][O:2][CH2:3][CH:4]([OH:6])[CH3:5].C[Si]([N-][Si](C)(C)C)(C)C.[K+].[NH2:17][C:18]1[CH:25]=[C:24](F)[C:21]([C:22]#[N:23])=[CH:20][N:19]=1>CN1C(=O)CCC1>[NH2:17][C:18]1[CH:25]=[C:24]([O:6][CH:4]([CH3:5])[CH2:3][O:2][CH3:1])[C:21]([C:22]#[N:23])=[CH:20][N:19]=1 |f:1.2|. Reported procedure: 1-methoxypropan-2-ol (329 mg, 3.65 mmol) was treated at room temperature with KHMDS (1M in THF, 1.82 ml, 1.82 mmol). The reaction mixture was stirred for 10 min. Then, the mixture was added to a solution of 6-amino-4-fluoronicotinonitrile (intermediate 21, 50 mg, 0.365 mmol) in NMP (0.5 ml). The solution was then heated at 50° C. for 1 h. The reaction mixture was quenched with water and diluted in EtOAc. The layers were separated and the aq. layer was extracted 3× with EtOAc. The combined organi... The reactants are FC(C1=CC=C(CN2CCN(CC2)CC(=O)OCC)C=C1)(F)F (Ethyl 2-(4-(4-(trifluoromethyl)benzyl)piperazin-1-yl)acetate), NN (hydrazine). The solvent is C(C)O (ethanol). The product is FC(C1=CC=C(CN2CCN(CC2)CC(=O)NN)C=C1)(F)F (2-(4-(4-(trifluoromethyl)benzyl)piperazin-1-yl)acetohydrazide). Reaction SMILES: [F:1][C:2]([F:23])([F:22])[C:3]1[CH:21]=[CH:20][C:6]([CH2:7][N:8]2[CH2:13][CH2:12][N:11]([CH2:14][C:15]([O:17]CC)=O)[CH2:10][CH2:9]2)=[CH:5][CH:4]=1.[NH2:24][NH2:25]>C(O)C>[F:23][C:2]([F:1])([F:22])[C:3]1[CH:21]=[CH:20][C:6]([CH2:7][N:8]2[CH2:13][CH2:12][N:11]([CH2:14][C:15]([NH:24][NH2:25])=[O:17])[CH2:10][CH2:9]2)=[CH:5][CH:4]=1. Procedure details: Synthesized according to General Procedure C: 6{15} (4.76 g, 14.4 mmol, 1 equiv.), anhydrous hydrazine (1.4 mL, 43.2 mmol, 3 equiv.), ethanol (28.9 mL). Purification by silica gel column chromatography (4:1 EtOAc:MeOH) afforded 1{15} (3.70 g, 81%) as a white solid. 1H-NMR (500 MHz, CDCl3): δ 8.13 (br s, 1H), 7.55 (d, 2H, J=8.0 Hz), 7.41 (d, 2H, J=8.0 Hz), 3.84 (br s, 2H), 3.53 (s, 2H), 3.07 (s, 2H), 2.53 (br s, 4H), 2.45 (br s, 4H). 13C-NMR (125 MHz, CDCl3): δ 170.3, 142.2, 129.3 (q, JC-F=32.0 H... The reactants are C(=O)(OC(C)(C)C)NCC(=O)O (N-BOC-glycine), COC([C@H]1NCCC1)=O (proline methyl ester), O.ON1N=NC2=C1C=CC=C2 (1-hydroxybenzotriazole hydrate), CN1CCOCC1 (4-methylmorpholine), ethyl-3-(3-dimethylamino)propyl carbodiimide, Cl (HCl), Cl (HCl). Solvent: O (water), CN(C)C=O (DMF). Run at time 12 hour. Product: COC([C@H]1N(CCC1)C(CNC(=O)OC(C)(C)C)=O)=O (N-[[(t-Butoxy)-carbonyl]-glycyl]-L-proline methyl ester). As a reaction SMILES: [C:1]([NH:8][CH2:9][C:10]([OH:12])=O)([O:3][C:4]([CH3:7])([CH3:6])[CH3:5])=[O:2].[CH3:13][O:14][C:15](=[O:21])[C@@H:16]1[CH2:20][CH2:19][CH2:18][NH:17]1.Cl.O.ON1C2C=CC=CC=2N=N1.CN1CCOCC1>CN(C=O)C.O>[CH3:13][O:14][C:15](=[O:21])[C@@H:16]1[CH2:20][CH2:19][CH2:18][N:17]1[C:10](=[O:12])[CH2:9][NH:8][C:1]([O:3][C:4]([CH3:5])([CH3:6])[CH3:7])=[O:2] |f:3.4|. Reported procedure: To a solution of N-BOC-glycine (150 mmol) in DMF (250 mL) at 0° C., is added proline methyl ester.HCl (150 mmol), 1-hydroxybenzotriazole hydrate (22.2 g, 0.164 mmol), ethyl-3-(3-dimethylamino)propyl carbodiimide.HCl (31.4 g, 0.164 mmol) and 4-methylmorpholine (22.6 g, 0.224 mmol). The reaction mixture is stirred for 12 h while allowing the reaction to warm to room temperature. The reaction mixture is poured in water (750 mL) and extracted with ethyl acetate (2×150 mL). The combined organic extra... Starting materials: [Br-], CCCC[N+](CCCC)(CCCC)CCCC, CC(Cl)Cl, Cc1ccc(O)cc1F, O, O=[N+]([O-])O. Yields the product Cc1cc([N+](=O)[O-])c(O)cc1F. As a reaction SMILES: [Br-:18].[CH3:19][CH2:20][CH2:21][CH2:22][N+:23]([CH2:24][CH2:25][CH2:26][CH3:27])([CH2:28][CH2:29][CH2:30][CH3:31])[CH2:32][CH2:33][CH2:34][CH3:35].[Cl:14][CH:15]([Cl:16])[CH3:17].[F:1][c:2]1[cH:3][c:4]([OH:9])[cH:5][cH:6][c:7]1[CH3:8].[OH2:36].[OH:10][N+:11]([O-:12])=[O:13]>>[F:1][c:2]1[cH:3][c:4]([OH:9])[c:5]([N+:11](=[O:10])[O-:12])[cH:6][c:7]1[CH3:8].